From a dataset of the Open Reaction Database (ORD), a public repository of structured organic reaction records. describe an organic reaction: reactants, conditions, products, and yield The reactants are CC1C(C2=CC(=C(C(=C2C1=O)C)C)C)=O (2,4,5,6-tetramethyl-1,3-indandione), [OH-].[K+] (potassium hydroxide), [OH-].[K+] (potassium hydroxide), C(C)(=O)OC1C(C(C2=C(C(=C(C=C12)C)CCOC)C)=O)C (3-acetoxy-6-(beta-methoxy)ethyl-2,5,7-trimethyl-1-indanone). The reagents and catalysts are [Zn] (zinc). The solvent is O1CCCC1 (tetrahydrofuran). Product: CC=1C(C2=C(C(=C(C=C2C1)C)C)C)=O (2,5,6,7-tetramethyl-l-indenone). RXN SMILES: [CH3:1][CH:2]1[C:10](=[O:11])[C:9]2[C:4](=[CH:5][C:6]([CH3:14])=[C:7]([CH3:13])[C:8]=2[CH3:12])[C:3]1=O.[OH-].[K+].C(OC1C2C(=C(C)C(CCOC)=C(C)C=2)C(=O)C1C)(=O)C>O1CCCC1.[Zn]>[CH3:1][C:2]1[C:10](=[O:11])[C:9]2[C:4]([CH:3]=1)=[CH:5][C:6]([CH3:14])=[C:7]([CH3:13])[C:8]=2[CH3:12] |f:1.2|. Procedure details: The 2,5,6,7-tetramethyl-l-indenone was prepared by reducing 2,4,5,6-tetramethyl-1,3-indandione with zinc dust at 50° C. Product was purified by chromatography with 1% ethyl acetate in benzene to yield two isomers. The major isomer was treated with 10% potassium hydroxide, then purified by sublimation. The compound has the structure: ##STR11## Dehydropterosin O synthesis: 3-acetoxy-6-(beta-methoxy)ethyl-2,5,7-trimethyl-1-indanone was dissolved in tetrahydrofuran and 10% potassium hydroxide and re...